Dataset: the Open Reaction Database (ORD), a public repository of structured organic reaction records. Task: describe an organic reaction: reactants, conditions, products, and yield Reaction SMILES: [CH3:1][C:2]([N+:8]([O-:10])=[O:9])([CH3:7])[CH2:3][CH2:4][C:5]#N.[H-].C([Al+]CC(C)C)C(C)C.CCCCCC.O.S([O-])([O-])(=O)=[O:29].[Mg+2]>C(Cl)Cl>[CH3:1][C:2]([N+:8]([O-:10])=[O:9])([CH3:7])[CH2:3][CH2:4][CH:5]=[O:29] |f:1.2.3,5.6|. Isolated yield 369.2%. Procedure: 4-Methyl-4-nitrovaleronitrile (10.4 g, 13 mmol) was dissolved in methylene chloride (100 ml) and 1M diisobutyl aluminum hydride-hexane solution (100 ml) was added dropwise at −50° C. The mixture was stirred for 0.5 h, and water (8 ml) was added gradually, after which magnesium sulfate (5.0 g) was added. The mixture was filtrated and 1N hydrochloric acid (50 ml) was added. The mixture was stirred for 0.5 h and the layers were separated. The organic layer was washed with saturated brine and the so... Reactants: S(=O)(=O)([O-])[O-].[Mg+2] (magnesium sulfate), CC(CCC#N)(C)[N+](=O)[O-] (4-Methyl-4-nitrovaleronitrile), O (water), [H-].C(C(C)C)[Al+]CC(C)C.CCCCCC (diisobutyl aluminum hydride hexane). Solvent: C(Cl)Cl (methylene chloride). Conditions: time 0.5 hour. The product is CC(CCC=O)(C)[N+](=O)[O-] (4-methyl-4-nitropentanal). Reactants: COC(C=CC=CCSC1=CC=C(C=C1)N(C)C)=O (6-(4-dimethylamino-phenylsulfanyl)-hexa-2,4-dienoic acid methyl ester), NO (hydroxylamine), [OH-].[K+] (potassium hydroxide), CO (methanol). Run in C1CCOC1 (THF). Reaction conditions: temperature 0 celsius. Yields the product ONC(C=CC=CCSC1=CC=C(C=C1)N(C)C)=O (6-(4-Dimethylamino-phenylsulfanyl)-hexa-2,4-dienoic acid hydroxyamide). Yield: 43.1%. Reaction SMILES: C[O:2][C:3](=O)[CH:4]=[CH:5][CH:6]=[CH:7][CH2:8][S:9][C:10]1[CH:15]=[CH:14][C:13]([N:16]([CH3:18])[CH3:17])=[CH:12][CH:11]=1.[NH2:20][OH:21].[OH-].[K+].CO>C1COCC1>[OH:21][NH:20][C:3](=[O:2])[CH:4]=[CH:5][CH:6]=[CH:7][CH2:8][S:9][C:10]1[CH:15]=[CH:14][C:13]([N:16]([CH3:18])[CH3:17])=[CH:12][CH:11]=1 |f:2.3|. Procedure: To a solution of 6-(4-dimethylamino-phenylsulfanyl)-hexa-2,4-dienoic acid methyl ester (0.556 g, 2.0 mmol) in distilled THF (10 mL) containing aqueous hydroxylamine (50%, 1.21 mL, 18.4 mmol) was added at 0° C. a solution of potassium hydroxide in methanol (1M, 2.8 mL, 2.8 mmol) over a period of 30 minutes. After stirring the mixture at 0° C. for an additional hour, distilled water (10 mL) was added and the mixture was made neutral by dropwise addition of concentrated hydrochloric acid (10 M) at ...